From a dataset of the Open Reaction Database (ORD), a public repository of structured organic reaction records. describe an organic reaction: reactants, conditions, products, and yield The reactants are CC(C)(C)[Si](C)(C)OCc1cccc(Br)n1, CC(C)(C)P(c1ccccc1-c1ccccc1)C(C)(C)C, Cc1ccccc1, CC(=O)[O-], CC(=O)[O-], CC(C)(C)OC(=O)N1CCCCC1CO, [Pd+2]. Reaction SMILES: [Br:1][c:2]1[n:3][c:4]([CH2:8][O:9][Si:10]([CH3:11])([CH3:12])[C:13]([CH3:14])([CH3:15])[CH3:16])[cH:5][cH:6][cH:7]1.[C:32]([P:33]([C:34]([CH3:35])([CH3:36])[CH3:37])[c:38]1[cH:39][cH:40][cH:41][cH:42][c:43]1-[c:44]1[cH:45][cH:46][cH:47][cH:48][cH:49]1)([CH3:50])([CH3:51])[CH3:52].[CH3:53][c:54]1[cH:55][cH:56][cH:57][cH:58][cH:59]1.[O-:61][C:62]([CH3:63])=[O:64].[O-:65][C:66]([CH3:67])=[O:68].[OH:17][CH2:18][CH:19]1[N:20]([C:25](=[O:26])[O:27][C:28]([CH3:29])([CH3:30])[CH3:31])[CH2:21][CH2:22][CH2:23][CH2:24]1.[Pd+2:60]>>[c:2]1([O:17][CH2:18][CH:19]2[N:20]([C:25](=[O:26])[O:27][C:28]([CH3:29])([CH3:30])[CH3:31])[CH2:21][CH2:22][CH2:23][CH2:24]2)[n:3][c:4]([CH2:8][O:9][Si:10]([CH3:11])([CH3:12])[C:13]([CH3:14])([CH3:15])[CH3:16])[cH:5][cH:6][cH:7]1. The product is CC(C)(C)OC(=O)N1CCCCC1COc1cccc(CO[Si](C)(C)C(C)(C)C)n1. The reactants are Cl (hydrochloric acid), C(C)OC(C(C)(C)OCC1=NN(C(=C1C)C1=CC=C(C=C1)Cl)C1=C(C=C(C=C1)Cl)Cl)=O (2-[5-(4-Chloro-phenyl)-1-(2,4-dichloro-phenyl)-4-methyl-1H-pyrazol-3-ylmethoxy]-2-methyl-propionic acid ethyl ester), [Li+].[OH-] (LiOH). The solvent is C1CCOC1 (THF), O (water). Yields the product ClC1=CC=C(C=C1)C1=C(C(=NN1C1=C(C=C(C=C1)Cl)Cl)COC(C(=O)O)(C)C)C (2-[5-(4-Chloro-phenyl)-1-(2,4-dichloro-phenyl)-4-methyl-1H-pyrazol-3-ylmethoxy]-2-methyl-propionic acid). RXN SMILES: C([O:3][C:4](=[O:31])[C:5]([O:8][CH2:9][C:10]1[C:14]([CH3:15])=[C:13]([C:16]2[CH:21]=[CH:20][C:19]([Cl:22])=[CH:18][CH:17]=2)[N:12]([C:23]2[CH:28]=[CH:27][C:26]([Cl:29])=[CH:25][C:24]=2[Cl:30])[N:11]=1)([CH3:7])[CH3:6])C.[Li+].[OH-].Cl>C1COCC1.O>[Cl:22][C:19]1[CH:18]=[CH:17][C:16]([C:13]2[N:12]([C:23]3[CH:28]=[CH:27][C:26]([Cl:29])=[CH:25][C:24]=3[Cl:30])[N:11]=[C:10]([CH2:9][O:8][C:5]([CH3:6])([CH3:7])[C:4]([OH:31])=[O:3])[C:14]=2[CH3:15])=[CH:21][CH:20]=1 |f:1.2|. Procedure: To a solution of 735 mg of 2-[5-(4-Chloro-phenyl)-1-(2,4-dichloro-phenyl)-4-methyl-1H-pyrazol-3-ylmethoxy]-2-methyl-propionic acid ethyl ester in 10 ml THF was added a solution of 51 mg of LiOH in 1 ml water at room temperature. After 16 h the mixture was brought to pH 2 by addition of 1 M hydrochloric acid. The reaction mixture was concentrated under reduced pressure and the aqueous layer was extracted with dichloromethane. The combined organic phases were dried over MgSO4 and the solvents were...